From a dataset of the Open Reaction Database (ORD), a public repository of structured organic reaction records. describe an organic reaction: reactants, conditions, products, and yield Yields the product C(C)(C)(C)OC(=O)NCC=1C=C(C=CC1)C(C1=C(C=CC(=C1)Cl)NCC1=CN=CS1)O (α-(3-tert-butoxycarbonylaminomethylphenyl)-5-chloro-2-(thiazol-5-yl)methylamino-benzyl alcohol). Isolated yield 96.2%. Conditions: temperature 60 celsius, time 1 hour. Reactants: aqueous solution, S(=O)(=O)(O)[O-].[K+] (potassium hydrogensulfate), NC1=C(C(C2=CC(=CC=C2)CNC(=O)OC(C)(C)C)O)C=C(C=C1)Cl (2-amino-α-(3-tert-butoxycarbonylaminomethylphenyl)-5-chlorobenzyl alcohol), C1=C(SC=N1)C=O (thiazole-5-carboxyaldehyde), [BH4-].C(#N)[Na] (cyano sodium borohydride). Reported procedure: In methanol (10 ml) were dissolved 2-amino-α-(3-tert-butoxycarbonylaminomethylphenyl)-5-chlorobenzyl alcohol (1 g) produced in Example (1) and thiazole-5-carboxyaldehyde (0.34 g). To the solution were added acetic acid (0.33 g) and cyano sodium borohydride (0.21 g). The mixture was stirred for one hour at 60° C. The reaction mixture was added to a 5% aqueous solution of potassium hydrogensulfate, followed by extraction with ethyl acetate (50 ml). The organic layer was washed with water and dried... As a reaction SMILES: [NH2:1][C:2]1[CH:24]=[CH:23][C:22]([Cl:25])=[CH:21][C:3]=1[CH:4]([OH:20])[C:5]1[CH:10]=[CH:9][CH:8]=[C:7]([CH2:11][NH:12][C:13]([O:15][C:16]([CH3:19])([CH3:18])[CH3:17])=[O:14])[CH:6]=1.[CH:26]1[N:30]=[CH:29][S:28][C:27]=1[CH:31]=O.[BH4-].C([Na])#N.S([O-])(O)(=O)=O.[K+]>CO.C(O)(=O)C>[C:16]([O:15][C:13]([NH:12][CH2:11][C:7]1[CH:6]=[C:5]([CH:4]([OH:20])[C:3]2[CH:21]=[C:22]([Cl:25])[CH:23]=[CH:24][C:2]=2[NH:1][CH2:31][C:27]2[S:28][CH:29]=[N:30][CH:26]=2)[CH:10]=[CH:9][CH:8]=1)=[O:14])([CH3:18])([CH3:19])[CH3:17] |f:2.3,4.5|. Run in CO (methanol), C(C)(=O)O (acetic acid).